describe an organic reaction: reactants, conditions, products, and yield From a dataset of the Open Reaction Database (ORD), a public repository of structured organic reaction records. As a reaction SMILES: [C:32].[CH3:1][c:2]1[c:3]([CH2:13][O:14][c:15]2[cH:16][c:17]3[c:18]([cH:19][c:20]([CH:22]=[C:23]4[C:24](=[O:29])[NH:25][C:26](=[O:28])[S:27]4)[o:21]3)[cH:30][cH:31]2)[n:4][c:5](-[c:7]2[cH:8][cH:9][cH:10][cH:11][cH:12]2)[o:6]1.[O:34]1[CH2:35][CH2:36][CH2:37][CH2:38]1.[Pd:33]>>[CH3:1][c:2]1[c:3]([CH2:13][O:14][c:15]2[cH:16][c:17]3[c:18]([cH:19][c:20]([CH2:22][CH:23]4[C:24](=[O:29])[NH:25][C:26](=[O:28])[S:27]4)[o:21]3)[cH:30][cH:31]2)[n:4][c:5](-[c:7]2[cH:8][cH:9][cH:10][cH:11][cH:12]2)[o:6]1. Starting materials: C, Cc1oc(-c2ccccc2)nc1COc1ccc2cc(C=C3SC(=O)NC3=O)oc2c1, C1CCOC1, [Pd]. Product: Cc1oc(-c2ccccc2)nc1COc1ccc2cc(CC3SC(=O)NC3=O)oc2c1. The reactants are FC1=CC2=C(N=CC(N2CC=C)=O)N=C1 (7-Fluoro-1-(2-propen-1-yl)pyrido[2,3-b]pyrazin-2(1H)-one), I(=O)(=O)(=O)[O-].[Na+] (Sodium periodate). The reagents and catalysts are [Os](=O)(=O)(=O)=O (osmium tetroxide). Run in O1CCOCC1 (1,4-dioxane), O (water), O (water). Reaction conditions: time 2 hour. Product: FC1=CC2=C(N=CC(N2CC=O)=O)N=C1 ((7-fluoro-2-oxopyrido[2,3-b]pyrazin-1(2H)-yl)acetaldehyde). RXN SMILES: [F:1][C:2]1[CH:15]=[N:14][C:5]2[N:6]=[CH:7][C:8](=[O:13])[N:9]([CH2:10][CH:11]=C)[C:4]=2[CH:3]=1.I([O-])(=O)(=O)=[O:17].[Na+]>O1CCOCC1.O.[Os](=O)(=O)(=O)=O>[F:1][C:2]1[CH:15]=[N:14][C:5]2[N:6]=[CH:7][C:8](=[O:13])[N:9]([CH2:10][CH:11]=[O:17])[C:4]=2[CH:3]=1 |f:1.2|. Procedure details: 7-Fluoro-1-(2-propen-1-yl)pyrido[2,3-b]pyrazin-2(1H)-one (163 mg, 0.795 mmol) was dissolved in 1,4-dioxane (5 ml) and water (5 ml). Sodium periodate (426 mg, 1.99 mmol) was added, followed by osmium tetroxide (0.17 ml of 4% aqueous solution). The mixture stirred at rt for 2 h, and then treated with water (20 ml) and extracted with 20% MeOH/DCM (3×100 ml). The organic extracts were combined, dried over anhydrous magnesium sulphate, filtered and evaporated to give (7-fluoro-2-oxopyrido[2,3-b]pyraz... Reactants: S1C(=CC=C1)B(O)O (thiophene-2-boronic acid), C1(CCCCC1)P(C1=C(C=CC=C1)C1=C(C=CC=C1OC)OC)C1CCCCC1 (2-dicyclohexylphosphino-2′,6′-dimethoxy-1,1′-biphenyl), P(=O)([O-])([O-])[O-].[K+].[K+].[K+] (potassium phosphate), ClC=1C=C(N)C=CC1F (3-chloro-4-fluoroaniline). Reagents/catalysts: C(C)(=O)[O-].[Pd+2].C(C)(=O)[O-] (palladium(II) acetate). The solvent is C1(=CC=CC=C1)C (toluene), O (water), C(C)(=O)OCC (ethyl acetate). Run at temperature 80 celsius, time 8 hour. The product is FC1=C(C=C(C=C1)N)C=1SC=CC1 (4-fluoro-3-thiophen-2-ylphenylamine). Reaction SMILES: [S:1]1[CH:5]=[CH:4][CH:3]=[C:2]1B(O)O.C1(P(C2CCCCC2)C2C=CC=CC=2C2C(OC)=CC=CC=2OC)CCCCC1.P([O-])([O-])([O-])=O.[K+].[K+].[K+].Cl[C:47]1[CH:48]=[C:49]([CH:51]=[CH:52][C:53]=1[F:54])[NH2:50]>C([O-])(=O)C.[Pd+2].C([O-])(=O)C.C(OCC)(=O)C.O.C1(C)C=CC=CC=1>[F:54][C:53]1[CH:52]=[CH:51][C:49]([NH2:50])=[CH:48][C:47]=1[C:2]1[S:1][CH:5]=[CH:4][CH:3]=1 |f:2.3.4.5,7.8.9|. Procedure details: 768 mg of thiophene-2-boronic acid, 90 mg of palladium(II) acetate, 328 mg of 2-dicyclohexylphosphino-2′,6′-dimethoxy-1,1′-biphenyl, 1.7 g of potassium phosphate and 562 mg of 3-chloro-4-fluoroaniline were added to 8 ml of dry toluene. The mixture was stirred at 80° C. overnight under an argon atmosphere. The cooled reaction mixture was admixed with water and ethyl acetate, and filtered, and the filtrate was extracted by shaking three times with a mixture of ethyl acetate and toluene. The combin... Reaction SMILES: [CH3:36][OH:37].[ClH:1].[H:34][H:35].[c:2]1([CH:8]([N:9]2[CH2:10][CH2:11][N:12]([CH2:15][CH2:16][CH2:17][NH:18][c:19]3[c:20]([N+:25]([O-:26])=[O:27])[cH:21][cH:22][cH:23][cH:24]3)[CH2:13][CH2:14]2)[c:28]2[cH:29][cH:30][cH:31][cH:32][cH:33]2)[cH:3][cH:4][cH:5][cH:6][cH:7]1>>[ClH:1].[c:2]1([CH:8]([N:9]2[CH2:10][CH2:11][N:12]([CH2:15][CH2:16][CH2:17][NH:18][c:19]3[c:20]([NH2:25])[cH:21][cH:22][cH:23][cH:24]3)[CH2:13][CH2:14]2)[c:28]2[cH:29][cH:30][cH:31][cH:32][cH:33]2)[cH:3][cH:4][cH:5][cH:6][cH:7]1. Product: Cl, Nc1ccccc1NCCCN1CCN(C(c2ccccc2)c2ccccc2)CC1. Reactants: CO, Cl, [H][H], O=[N+]([O-])c1ccccc1NCCCN1CCN(C(c2ccccc2)c2ccccc2)CC1. Starting materials: ClC1=C(C(=O)NC2CCCCC2)C=C(C(=N1)Cl)F (2,6-dichloro-N-cyclohexyl-5-fluoronicotinamide), C[Si](C)(C)[N-][Si](C)(C)C.[Na+] (sodium bis(trimethylsilyl)amide), C(CC)S (1-propanethiol). Solvent: CN(C)C=O (DMF), C1CCOC1 (THF), CN(C)C=O (DMF). Conditions: temperature 20 celsius, time 15 minute. Yields the product ClC1=NC(=C(C(=O)NC2CCCCC2)C=C1F)SCCC (6-chloro-N-cyclohexyl-5-fluoro-2-(propylthio)nicotinamide). RXN SMILES: C[Si]([N-][Si](C)(C)C)(C)C.[Na+].[CH2:11]([SH:14])[CH2:12][CH3:13].Cl[C:16]1[N:30]=[C:29]([Cl:31])[C:28]([F:32])=[CH:27][C:17]=1[C:18]([NH:20][CH:21]1[CH2:26][CH2:25][CH2:24][CH2:23][CH2:22]1)=[O:19]>C1COCC1.CN(C=O)C>[Cl:31][C:29]1[C:28]([F:32])=[CH:27][C:17]([C:18]([NH:20][CH:21]2[CH2:26][CH2:25][CH2:24][CH2:23][CH2:22]2)=[O:19])=[C:16]([S:14][CH2:11][CH2:12][CH3:13])[N:30]=1 |f:0.1|. Procedure: A solution of sodium bis(trimethylsilyl)amide (8.24 mL, 8.24 mmol) in THF (1M) was added to a stirred solution of 1-propanethiol (0.622 mL, 6.87 mmol) in DMF (30 mL) at 5° C., over a period of 3 minutes under air. The resulting suspension was stirred at 20° C. for 15 minutes. 2,6-dichloro-N-cyclohexyl-5-fluoronicotinamide (2.0 g, 6.87 mmol) in DMF (10 mL) was added at room temperature. Reactants: O (water), C(C)OC(=O)C1C(C1C=O)(C)C (3-formyl-2,2-dimethyl-cyclopropane-1-carboxylic acid ethyl ester), P(OCC)(OCC)OCC (triethyl phosphite), ClC(C(=O)[O-])(Cl)Cl.[Na+] (sodium trichloroacetate). Run in COCCOCCOC (diglyme). Reaction conditions: temperature 150 celsius. Product: C(C)OC(=O)C1C(C1C=C(Cl)Cl)(C)C (3-(2,2-Dichlorovinyl)-2,2-dimethyl-cyclopropane-1-carboxylic acid ethyl ester), crude product. Isolated yield 73.0%. As a reaction SMILES: [CH2:1]([O:3][C:4]([CH:6]1[CH:8]([CH:9]=O)[C:7]1([CH3:12])[CH3:11])=[O:5])[CH3:2].P(OCC)(OCC)OCC.[Cl:23][C:24](Cl)([Cl:28])C([O-])=O.[Na+].O>COCCOCCOC>[CH2:1]([O:3][C:4]([CH:6]1[CH:8]([CH:9]=[C:24]([Cl:28])[Cl:23])[C:7]1([CH3:12])[CH3:11])=[O:5])[CH3:2] |f:2.3|. Reported procedure: A mixture of 17.0 g (0.1 mole) of 3-formyl-2,2-dimethyl-cyclopropane-1-carboxylic acid ethyl ester, 16.6 g (0.1 mole) of triethyl phosphite and 18.5 g (0.1 mole) of sodium trichloroacetate in 100 ml of diglyme was heated to 150° C. under argon for 6 hours. The reaction mixture was then poured into water. Extraction with 2 portions of 100 ml each of methylene chloride followed. The combined methylene chloride extracts were dried over sodium sulphate. 3-(2,2-Dichlorovinyl)-2,2-dimethyl-cyclopropan... The reactants are CC=C1NC(=S)N(C(C)(C)C)C1=O, C1CCOC1, CCOC(C)=O, C1CCN2CC3CC(CN4CCCCC34)C2C1, [Cl-], Cl, [Li]C, [NH4+]. Product: CC(C)C1NC(=S)N(C(C)(C)C)C1=O. As a reaction SMILES: [C:20]([CH3:21])([CH3:22])([CH3:23])[N:24]1[C:25](=[S:32])[NH:26][C:27](=[CH:30][CH3:31])[C:28]1=[O:29].[CH2:34]1[O:35][CH2:36][CH2:37][CH2:38]1.[CH3:41][CH2:42][O:43][C:44]([CH3:45])=[O:46].[CH:1]12[CH:2]3[CH2:3][N:4]4[CH:5]([CH:6]([CH2:7]3)[CH2:8][N:9]1[CH2:10][CH2:11][CH2:12][CH2:13]2)[CH2:14][CH2:15][CH2:16][CH2:17]4.[Cl-:39].[ClH:33].[Li:18][CH3:19].[NH4+:40]>>[CH3:1][CH:30]([CH:27]1[NH:26][C:25](=[S:32])[N:24]([C:20]([CH3:21])([CH3:22])[CH3:23])[C:28]1=[O:29])[CH3:31]. Reactants: NC1=C(SC(=C1)C=1C=NNC1C)C(=O)N (3-amino-5-(5-methyl-1H-pyrazol-4-yl) thiophene-2-carboxamide), O=C1CCC(CC1)C(=O)OCC (ethyl 4-oxocyclohexanecarboxylate), [O-]S(=O)(=O)[O-].[Mg+2] (MgSO4), CC1(C2CCC1(C(=O)C2)CS(=O)(=O)O)C (CSA), C(=O)(O)[O-].[Na+] (NaHCO3). Run in CC(=O)N(C)C (DMA). Reaction conditions: temperature 100 celsius, time 1 hour. Product: CC1=C(C=NN1)C1=CC=2NC3(NC(C2S1)=O)CCC(CC3)C(=O)OCC (ethyl 6′-(5-methyl-1H-pyrazol-4-yl)-4′-oxo-3′,4′-dihydro-1′H-spiro[cyclohexane-1,2′-thieno[3,2-d]pyrimidine]-4-carboxylate). RXN SMILES: [NH2:1][C:2]1[CH:6]=[C:5]([C:7]2[CH:8]=[N:9][NH:10][C:11]=2[CH3:12])[S:4][C:3]=1[C:13]([NH2:15])=[O:14].O=[C:17]1[CH2:22][CH2:21][CH:20]([C:23]([O:25][CH2:26][CH3:27])=[O:24])[CH2:19][CH2:18]1.[O-]S([O-])(=O)=O.[Mg+2].CC1(C)C2(CS(O)(=O)=O)C(CC1CC2)=O.C([O-])(O)=O.[Na+]>CC(N(C)C)=O>[CH3:12][C:11]1[NH:10][N:9]=[CH:8][C:7]=1[C:5]1[S:4][C:3]2[C:13](=[O:14])[NH:15][C:17]3([CH2:22][CH2:21][CH:20]([C:23]([O:25][CH2:26][CH3:27])=[O:24])[CH2:19][CH2:18]3)[NH:1][C:2]=2[CH:6]=1 |f:2.3,5.6|. Procedure: A mixture of 3-amino-5-(5-methyl-1H-pyrazol-4-yl) thiophene-2-carboxamide (0.111 g, 0.50 mmol), ethyl 4-oxocyclohexanecarboxylate (0.34 g, 2.00 mmol), MgSO4 (0.120 g, 1.00 mmol), CSA (0.012 g, 0.05 mmol) and DMA (3 mL) was stirred at 100° C. for 1 h. The mixture was poured into saturated aqueous NaHCO3 and extracted with EtOAc, and the extract was dried over MgSO4, filtered and concentrated under reduced pressure. The residue was purified by column chromatography (Purif, silica gel, hexane to Et...